From a dataset of the Open Reaction Database (ORD), a public repository of structured organic reaction records. describe an organic reaction: reactants, conditions, products, and yield Conditions: temperature 100 celsius, time 20 hour. The product is CC1=CC=CC=2N(C(=NC21)[C@H](C)NC2=C1N=CNC1=NC=N2)C2=CC=CC=C2 ((S)—N-(1-(4-methyl-1-phenyl-1H-benzo[d]imidazol-2-yl)ethyl)-9H-purin-6-amine). Reported procedure: A mixture of (S)-1-(4-methyl-1-phenyl-1H-benzoimidazol-2-yl)ethylamine from Example 3 (100 mg, 0.398 mmol), 6-chloro-9H-purine (68 mg, 0.438 mmol) and DIPEA (83 μL, 0.478 mmol) in n-butanol (1 mL) was stirred in a sealed vial at 100° C. for 20 h. After cooling to RT, the mixture was partitioned between DCM and water. The organic layer was then separated, dried and concentrated in vacuo. The resulting residue was purified by column chromatography (Si—PCC, gradient 0-10% 2M NH3/MeOH in DCM) and th... Run in C(CCC)O (n-butanol). The reactants are CC1=CC=CC=2N(C(=NC21)[C@H](C)N)C2=CC=CC=C2 ((S)-1-(4-Methyl-1-phenyl-1H-benzoimidazol-2-yl)ethylamine), ClC1=C2N=CNC2=NC=N1 (6-chloro-9H-purine), CCN(C(C)C)C(C)C (DIPEA). As a reaction SMILES: [CH3:1][C:2]1[C:10]2[N:9]=[C:8]([C@@H:11]([NH2:13])[CH3:12])[N:7]([C:14]3[CH:19]=[CH:18][CH:17]=[CH:16][CH:15]=3)[C:6]=2[CH:5]=[CH:4][CH:3]=1.Cl[C:21]1[N:29]=[CH:28][N:27]=[C:26]2[C:22]=1[N:23]=[CH:24][NH:25]2.CCN(C(C)C)C(C)C>C(O)CCC>[CH3:1][C:2]1[C:10]2[N:9]=[C:8]([C@@H:11]([NH:13][C:21]3[N:29]=[CH:28][N:27]=[C:26]4[C:22]=3[N:23]=[CH:24][NH:25]4)[CH3:12])[N:7]([C:14]3[CH:19]=[CH:18][CH:17]=[CH:16][CH:15]=3)[C:6]=2[CH:5]=[CH:4][CH:3]=1. The reactants are CC1=CC=C(N)C=C1 (monomethyl aniline), CCOC(=O)C (EtOAc). Yields the product COC1=CC=C(C=C1)N (p-anisidine). As a reaction SMILES: C[C:2]1[CH:8]=[CH:7][C:5]([NH2:6])=[CH:4][CH:3]=1.C[CH2:10][O:11]C(C)=O>>[CH3:10][O:11][C:2]1[CH:8]=[CH:7][C:5]([NH2:6])=[CH:4][CH:3]=1. Procedure details: Column chromatography was performed in the dark, using 50% EtOAc/50% hexanes as eluent. Three bands emerged; the first band was a fluorescent impurity, the second and third bands were the di-(rf˜0.7) and monomethyl aniline (rf˜0.65), respectively. Rotary evaporation of the middle fractions gave the product in modest yield (˜1 gram, 16% based on starting p-anisidine). The off-white solid was further purified by sublimation (high vacuum, heated at 30° C., collected on a small cold finger). Product... Reactants: Cl (hydrochloric acid), C(C)OC1=NN(C=C1CCC(=O)OCC)CC1=CC=C(C=C1)OCC1=NC(=CC=C1)C1=CC=CC=C1 (ethyl 3-[3-ethoxy-1-[4-(6-phenyl-2-pyridylmethoxy)benzyl]-1H-pyrazol-4-yl]propionate), [OH-].[Na+] (sodium hydroxide), O1CCCC1 (tetrahydrofuran). The solvent is C(C)O (ethanol). Reaction conditions: time 3 hour. Yields the product C(C)OC1=NN(C=C1CCC(=O)O)CC1=CC=C(C=C1)OCC1=NC(=CC=C1)C1=CC=CC=C1 (3-[3-ethoxy-1-[4-(6-phenyl-2-pyridylmethoxy)benzyl]-1H-pyrazol-4-yl]propionic acid). Isolated yield 74.7%. Reaction SMILES: [CH2:1]([O:3][C:4]1[C:8]([CH2:9][CH2:10][C:11]([O:13]CC)=[O:12])=[CH:7][N:6]([CH2:16][C:17]2[CH:22]=[CH:21][C:20]([O:23][CH2:24][C:25]3[CH:30]=[CH:29][CH:28]=[C:27]([C:31]4[CH:36]=[CH:35][CH:34]=[CH:33][CH:32]=4)[N:26]=3)=[CH:19][CH:18]=2)[N:5]=1)[CH3:2].[OH-].[Na+].O1CCCC1.Cl>C(O)C>[CH2:1]([O:3][C:4]1[C:8]([CH2:9][CH2:10][C:11]([OH:13])=[O:12])=[CH:7][N:6]([CH2:16][C:17]2[CH:22]=[CH:21][C:20]([O:23][CH2:24][C:25]3[CH:30]=[CH:29][CH:28]=[C:27]([C:31]4[CH:36]=[CH:35][CH:34]=[CH:33][CH:32]=4)[N:26]=3)=[CH:19][CH:18]=2)[N:5]=1)[CH3:2] |f:1.2|. Reported procedure: After a mixture of ethyl 3-[3-ethoxy-1-[4-(6-phenyl-2-pyridylmethoxy)benzyl]-1H-pyrazol-4-yl]propionate (685 mg), 1N aqueous sodium hydroxide solution (3 ml), tetrahydrofuran (6 ml) and ethanol (6 ml) was stirred at room temperature for 3 hours, 1 N hydrochloric acid (3 ml) was added to the mixture, and then the mixture was extracted with ethyl acetate. The ethyl acetate layer was washed with saturated aqueous sodium chloride solution, dried (MgSO4) and concentrated. The resulting colorless crys... The reactants are C1CCOC1, C=CCC(C(=O)OC)N1CCC(CC(C)C)C1=O, Cl, [Li+], [OH-], O. Product: C=CCC(C(=O)O)N1CCC(CC(C)C)C1=O. As a reaction SMILES: [CH2:23]1[O:24][CH2:25][CH2:26][CH2:27]1.[CH2:4]([CH:5]([CH3:6])[CH3:7])[CH:8]1[C:9](=[O:21])[N:10]([CH:13]([C:14](=[O:15])[O:16][CH3:17])[CH2:18][CH:19]=[CH2:20])[CH2:11][CH2:12]1.[ClH:22].[Li+:2].[OH-:1].[OH2:3]>>[CH2:4]([CH:5]([CH3:6])[CH3:7])[CH:8]1[C:9](=[O:21])[N:10]([CH:13]([C:14](=[O:15])[OH:16])[CH2:18][CH:19]=[CH2:20])[CH2:11][CH2:12]1.